This data is from the Open Reaction Database (ORD), a public repository of structured organic reaction records. The task is: describe an organic reaction: reactants, conditions, products, and yield Reactants: C([C@H](O)[C@H](O)CO)O (erythritol), CN1[C@@H]2CC(C[C@H]1[C@H]3[C@@H]2O3)OC(=O)[C@H](CO)C4=CC=CC=C4 (scopolamine HCl), casting solution. Yields the product CN1[C@@H]2C[C@H](C[C@H]1[C@H]3[C@H]2O3)OC(=O)[C@H](CO)C=4C=CC=CC4 (Scopolamine). RXN SMILES: C(O)[C@@H]([C@@H](CO)O)O.[CH3:9][N:10]1[C@@H:15]2[C@@H:16]3[O:18][C@@H:17]3[C@H:11]1[CH2:12][CH:13]([O:19][C:20]([C@@H:22]([C:25]1[CH:30]=[CH:29][CH:28]=[CH:27][CH:26]=1)[CH2:23][OH:24])=[O:21])[CH2:14]2>>[CH3:9][N:10]1[C@@H:15]2[C@@H:16]3[O:18][C@H:17]3[C@H:11]1[CH2:12][C@@H:13]([O:19][C:20]([C@@H:22]([C:25]1[CH:26]=[CH:27][CH:28]=[CH:29][CH:30]=1)[CH2:23][OH:24])=[O:21])[CH2:14]2. Reported procedure: A casting solution was prepared containing 4.0% CMC and 1.0% erythritol. A 10.0 mg aliquot of scopolamine HCl was dissolved into 50 g of the casting solution thereby yielding a scopolamine HCl concentration of 200 μg/g of the casting solution. A 1.2543 g amount of the casting solution containing the drug was equally divided between the three wells of the sample BP strip. PAM® was employed as a release agent. After 45 minutes in the IR drying tunnel the recovered weight was 105% of the theoretica... Run in CN(C)C=O (DMF). Starting materials: O (water), ClC=1C=CC(=C(C1)N)[N+](=O)[O-] (5-chloro-2-nitrophenylamine), N1(CCOCC1)CCCN (3-(4-morpholinyl)-1-aminopropane), C(=O)([O-])[O-].[K+].[K+] (K2CO3). The yield is 22.9%. As a reaction SMILES: Cl[C:2]1[CH:3]=[CH:4][C:5]([N+:9]([O-:11])=[O:10])=[C:6]([NH2:8])[CH:7]=1.[N:12]1([CH2:18][CH2:19][CH2:20][NH2:21])[CH2:17][CH2:16][O:15][CH2:14][CH2:13]1.C([O-])([O-])=O.[K+].[K+].O>CN(C=O)C>[N:12]1([CH2:18][CH2:19][CH2:20][NH:21][C:2]2[CH:3]=[CH:4][C:5]([N+:9]([O-:11])=[O:10])=[C:6]([NH2:8])[CH:7]=2)[CH2:17][CH2:16][O:15][CH2:14][CH2:13]1 |f:2.3.4|. Procedure details: A mixture of 5-chloro-2-nitrophenylamine (1.3 g, 7.0 mmol), 3-(4-morpholinyl)-1-aminopropane (3.1 g, 20 mmol), and K2CO3 (3.0 g, 22 mmol) in DMF (20 mL) was stirred at 110° C. for 18 h. The reaction mixture was cooled to room temperature, poured into water (200 mL) and extracted with CH2Cl2 (100 mL). The combined organic extracts were washed with brine (50 mL), dried over Na2SO4, concentrated in vacuo, and purified by flash chromatography (silica gel, 4×7.5 cm, eluted with 90/10 EtOAc/MeOH) to y... Run at temperature 110 celsius, time 18 hour. Yields the product N1(CCOCC1)CCCNC1=CC(=C(C=C1)[N+](=O)[O-])N (N1-(3-Morpholin-4-yl-propyl)-4-nitrobenzene-1,3-diamine).